From a dataset of the Open Reaction Database (ORD), a public repository of structured organic reaction records. describe an organic reaction: reactants, conditions, products, and yield Reactants: [H-].[Na+] (sodium hydride), ClC1=CC=C(C=C1)CNC(=O)C=1C=NC2=C(C(=C(C=C2C1O)F)F)F (N-((4-Chlorophenyl)methyl)-4-hydroxy-6,7,8-trifluoro-3-quinolinecarboxamide), [H-].[Na+] (sodium hydride), Cl (hydrochloric acid), O1CCC(CC1)O (tetrahydro-2H-pyran-4-ol). Solvent: CN(C)C=O (DMF), O (water). Reaction conditions: temperature 140 celsius. Product: ClC1=CC=C(C=C1)CNC(=O)C=1C=NC2=C(C(=C(C=C2C1O)F)F)OC1CCOCC1 (N-((4-Chlorophenyl)methyl)-6,7-difluoro-4-hydroxy-8-(tetrahydro-2H-pyran-4-oxy)-3-quinolinecarboxamide). Reaction SMILES: [Cl:1][C:2]1[CH:7]=[CH:6][C:5]([CH2:8][NH:9][C:10]([C:12]2[CH:13]=[N:14][C:15]3[C:20]([C:21]=2[OH:22])=[CH:19][C:18]([F:23])=[C:17]([F:24])[C:16]=3F)=[O:11])=[CH:4][CH:3]=1.[H-].[Na+].[O:28]1[CH2:33][CH2:32][CH:31]([OH:34])[CH2:30][CH2:29]1.Cl>CN(C=O)C.O>[Cl:1][C:2]1[CH:7]=[CH:6][C:5]([CH2:8][NH:9][C:10]([C:12]2[CH:13]=[N:14][C:15]3[C:20]([C:21]=2[OH:22])=[CH:19][C:18]([F:23])=[C:17]([F:24])[C:16]=3[O:34][CH:31]2[CH2:32][CH2:33][O:28][CH2:29][CH2:30]2)=[O:11])=[CH:4][CH:3]=1 |f:1.2|. Procedure: N-((4-Chlorophenyl)methyl)-4-hydroxy-6,7,8-trifluoro-3-quinolinecarboxamide (366 mg) from Example No. 15 and sodium hydride (60% dispersion, 40 mg) are dissolved in DMF (10 mL) and to the mixture is added tetrahydro-2H-pyran-4-ol (114 μL). Additional sodium hydride (60 mg) is added and the mixture is heated at 140° C. for 1 h. The reaction mixture is allowed to cool to rt, poured into water (30 mL), acidified with 1 N hydrochloric acid (20 mL), and extracted with ethyl acetate (3×25 mL). The org...